Dataset: the Open Reaction Database (ORD), a public repository of structured organic reaction records. Task: describe an organic reaction: reactants, conditions, products, and yield Reactants: CC(C)[O-], CC(C)[O-], CC(C)[O-], CC(C)[O-], ClCCl, Cc1c[nH]c2ccc(F)cc12, [KH], [Ti+4], OCC1OC1c1ccccc1. Product: Cc1cn(C(c2ccccc2)C(O)CO)c2ccc(F)cc12. RXN SMILES: [CH3:27][CH:28]([CH3:29])[O-:30].[CH3:32][CH:33]([CH3:34])[O-:35].[CH3:36][CH:37]([CH3:38])[O-:39].[CH3:40][CH:41]([CH3:42])[O-:43].[Cl:24][CH2:25][Cl:26].[F:1][c:2]1[cH:3][c:4]2[c:5]([CH3:11])[cH:6][nH:7][c:8]2[cH:9][cH:10]1.[KH:12].[Ti+4:31].[c:13]1([CH:19]2[CH:20]([CH2:22][OH:23])[O:21]2)[cH:14][cH:15][cH:16][cH:17][cH:18]1>>[F:1][c:2]1[cH:3][c:4]2[c:5]([CH3:11])[cH:6][n:7]([CH:19]([c:13]3[cH:14][cH:15][cH:16][cH:17][cH:18]3)[CH:20]([OH:21])[CH2:22][OH:23])[c:8]2[cH:9][cH:10]1. Starting materials: COC(=N)N1CCC(CC1)C1=NNC2=CC=CC=C12 (4-(1H-indazol-3-yl)piperidine-1-carboximidic acid methyl ester), C(C)(=O)O (acetic acid). The solvent is O (water). Product: N1CCC(CC1)C1=NNC2=CC=CC=C12 (3-(4-piperidinyl)-1H-indazole). Isolated yield 46.4%. As a reaction SMILES: COC([N:5]1[CH2:10][CH2:9][CH:8]([C:11]2[C:19]3[C:14](=[CH:15][CH:16]=[CH:17][CH:18]=3)[NH:13][N:12]=2)[CH2:7][CH2:6]1)=N.C(O)(=O)C>O>[NH:5]1[CH2:6][CH2:7][CH:8]([C:11]2[C:19]3[C:14](=[CH:15][CH:16]=[CH:17][CH:18]=3)[NH:13][N:12]=2)[CH2:9][CH2:10]1. Procedure details: A solution of 4.7 g of 4-(1H-indazol-3-yl)piperidine-1-carboximidic acid methyl ester and 80% of acetic acid was heated under reflux for 48 hrs. The reaction mixture was cooled and poured into water. The aqueous phase was extracted with ether and then made basic by the slow addition of a 50% aqueous sodium hydroxide solution. A solid separated from the solution. The solid was collected and dried. Recrystallization from ethanol yielded 1.7 g (46%) of product. Concentration of the mother liquors f...